The task is: describe an organic reaction: reactants, conditions, products, and yield. This data is from the Open Reaction Database (ORD), a public repository of structured organic reaction records. Reactants: BrBr (Bromine), ClC1=CC=C(C(=O)CCC(=O)O)C=C1 (3-(4-chlorobenzoyl)propionic acid). Solvent: C(C)OCC (ethyl ether). The product is BrC(CC(=O)O)C(C1=CC=C(C=C1)Cl)=O (3-bromo-3-(4-chlorobenzoyl)propionic acid). Reaction SMILES: [Br:1]Br.[Cl:3][C:4]1[CH:16]=[CH:15][C:7]([C:8]([CH2:10][CH2:11][C:12]([OH:14])=[O:13])=[O:9])=[CH:6][CH:5]=1>C(OCC)C>[Br:1][CH:10]([C:8](=[O:9])[C:7]1[CH:6]=[CH:5][C:4]([Cl:3])=[CH:16][CH:15]=1)[CH2:11][C:12]([OH:14])=[O:13]. Reported procedure: Bromine (2.6 ml) was added dropwise to a solution of 3-(4-chlorobenzoyl)propionic acid (10.6 g) in ethyl ether (200 ml) under stirring. The ethyl ether was distilled off to give 3-bromo-3-(4-chlorobenzoyl)propionic acid. Acetamide (30 g) was added thereto, and the mixture was heated with stirring on an oil bath at 140° C. for an hour. Water was added and the mixture was extracted with ethyl acetate. The ethyl acetate layer was washed with water and dried over anhydrous magnesium sulfate. The sol... Starting materials: C(C1=CC=CC=C1)(=O)OC1(C(N(C2=CC=C(C=C12)C)CC)=O)CC1=CC(=C(C(=C1)OC)OC)OC (1-ethyl-5-methyl-2-oxo-3-(3,4,5-trimethoxybenzyl)indolin-3-yl benzoate), C(C1=CC=CC=C1)(=O)OC1C(N(C2=CC=C(C=C12)Cl)CC(C)C)=O (5-chloro-1-isobutyl-2-oxoindolin-3-yl benzoate). Yields the product C(C1=CC=CC=C1)(=O)OC1(C(N(C2=CC=C(C=C12)Cl)CC(C)C)=O)CC1=CC(=C(C(=C1)OC)OC)OC (5-chloro-1-isobutyl-2-oxo-3-(3,4,5-trimethoxybenzyl)indolin-3-yl benzoate). RXN SMILES: C(OC1([CH2:23][C:24]2[CH:29]=[C:28]([O:30][CH3:31])[C:27]([O:32][CH3:33])=[C:26]([O:34][CH3:35])[CH:25]=2)C2C(=CC=C(C)C=2)N(CC)C1=O)(=O)C1C=CC=CC=1.[C:36]([O:44][CH:45]1[C:53]2[C:48](=[CH:49][CH:50]=[C:51]([Cl:54])[CH:52]=2)[N:47]([CH2:55][CH:56]([CH3:58])[CH3:57])[C:46]1=[O:59])(=[O:43])[C:37]1[CH:42]=[CH:41][CH:40]=[CH:39][CH:38]=1>>[C:36]([O:44][C:45]1([CH2:23][C:24]2[CH:25]=[C:26]([O:34][CH3:35])[C:27]([O:32][CH3:33])=[C:28]([O:30][CH3:31])[CH:29]=2)[C:53]2[C:48](=[CH:49][CH:50]=[C:51]([Cl:54])[CH:52]=2)[N:47]([CH2:55][CH:56]([CH3:57])[CH3:58])[C:46]1=[O:59])(=[O:43])[C:37]1[CH:42]=[CH:41][CH:40]=[CH:39][CH:38]=1. Procedure details: This compound was prepared in an analogous fashion to 1-ethyl-5-methyl-2-oxo-3-(3,4,5-trimethoxybenzyl)indolin-3-yl benzoate using 5-chloro-1-isobutyl-2-oxoindolin-3-yl benzoate. Reactants: C1(\C=C/C(=O)O1)=O (maleic anhydride), NC1=CC=CC=C1 (aniline). Yields the product C1(=CC=CC=C1)N1C(C=CC1=O)=O (N-phenylmaleimide). RXN SMILES: [C:1]1(=[O:7])O[C:4](=[O:5])[CH:3]=[CH:2]1.[NH2:8][C:9]1[CH:14]=[CH:13][CH:12]=[CH:11][CH:10]=1>>[C:9]1([N:8]2[C:4](=[O:5])[CH:3]=[CH:2][C:1]2=[O:7])[CH:14]=[CH:13][CH:12]=[CH:11][CH:10]=1. Procedure: Aniline, a primary aromatic amine, is a hazardous carcinogenic liquid. It is difficult to handle aniline safely during reactive extrusion, which is the most economical way to produce imides on a large scale. Often maleic anhydride is reacted with aniline to obtain the N-phenylmaleimide monomer, which is then copolymerized with other monomers in solution or emulsion polymerization processes. Starting materials: [O-]S(=O)S(=O)[O-].[Na+].[Na+] (Na2S2O4), ClC=1C(=C(C(=NC1)N)[N+](=O)[O-])N1CCN(CC1)CC=1N=C(SC1)C (5-chloro-4-(4-((2-methylthiazol-4-yl)methyl)piperazin-1-yl)-3-nitropyridin-2-amine), CCO (EtOH), O1CCN(CC1)CC1=CC=C(C=O)C=C1 (4-(morpholinomethyl)-benzaldehyde). The reagents and catalysts are N (NH3). Solvent: C(Cl)Cl (DCM), CN(C)C=O (DMF). Run at temperature 85 celsius. Yields the product ClC=1C(=C2C(=NC1)NC(=N2)C2=CC=C(CN1CCOCC1)C=C2)N2CCN(CC2)CC=2N=C(SC2)C (4-(4-(6-Chloro-7-(4-((2-methylthiazol-4-yl)methyl)piperazin-1-yl)-3H-imidazo[4,5-b]pyridin-2-yl)benzyl)morpholine). Reaction SMILES: [Cl:1][C:2]1[C:3]([N:12]2[CH2:17][CH2:16][N:15]([CH2:18][C:19]3[N:20]=[C:21]([CH3:24])[S:22][CH:23]=3)[CH2:14][CH2:13]2)=[C:4]([N+:9]([O-])=O)[C:5]([NH2:8])=[N:6][CH:7]=1.CCO.[O:28]1[CH2:33][CH2:32][N:31]([CH2:34][C:35]2[CH:42]=[CH:41][C:38]([CH:39]=O)=[CH:37][CH:36]=2)[CH2:30][CH2:29]1.[O-]S(S([O-])=O)=O.[Na+].[Na+]>C(Cl)Cl.N.CN(C=O)C>[Cl:1][C:2]1[C:3]([N:12]2[CH2:17][CH2:16][N:15]([CH2:18][C:19]3[N:20]=[C:21]([CH3:24])[S:22][CH:23]=3)[CH2:14][CH2:13]2)=[C:4]2[N:9]=[C:39]([C:38]3[CH:37]=[CH:36][C:35]([CH2:34][N:31]4[CH2:32][CH2:33][O:28][CH2:29][CH2:30]4)=[CH:42][CH:41]=3)[NH:8][C:5]2=[N:6][CH:7]=1 |f:3.4.5|. Procedure details: To a mixture of 5-chloro-4-(4-((2-methylthiazol-4-yl)methyl)piperazin-1-yl)-3-nitropyridin-2-amine (0.06 g, 0.19 mmol, 1 eq), EtOH (3.3 mL), and DMF (0.44 mL), 4-(morpholinomethyl)-benzaldehyde (0.043 g, 0.21 mmol, 1.1 eq) was added followed by a freshly prepared aqueous solution of Na2S2O4 (1M; 0.57 mL, 0.57 mmol). The reaction mixture was heated at 85° C. for 24 h, allowed to cool to room temperature, and diluted with DCM and a few drops of aqueous NH3 until complete dissolution was observed. ... Reactants: ceric ammonium nitrate, C(C1=CC=C(C=C1)OC)C(N1C(C(C1CC(C(=[N+]=[N-])C(=O)OCC1=CC=C(C=C1)[N+](=O)[O-])=O)C(C)OC(=O)OCC1=CC=C(C=C1)[N+](=O)[O-])=O)CC1=CC=C(C=C1)OC (1-(di-p-anisylmethyl)-3-(1-p-nitrobenzyloxycarbonyloxyethyl)-4-[3-(p-nitrobenzyloxycarbonyl)-2-oxo-3-diazopropyl]-2-azetidinone), O (water). The solvent is C(C)#N.O (acetonitrile water). Yields the product [N+](=O)([O-])C1=CC=C(COC(=O)OC(C)C2C(NC2CC(C(=[N+]=[N-])C(=O)OCC2=CC=C(C=C2)[N+](=O)[O-])=O)=O)C=C1 (3-(1-p-nitrobenzyloxycarbonyloxyethyl)-4-[3-(p-nitrobenzyloxycarbonyl)-2-oxo-3-diazopropyl]-2-azetidinone). RXN SMILES: C(C(CC1C=CC(OC)=CC=1)[N:11]1[CH:14]([CH2:15][C:16](=[O:33])[C:17]([C:20]([O:22][CH2:23][C:24]2[CH:29]=[CH:28][C:27]([N+:30]([O-:32])=[O:31])=[CH:26][CH:25]=2)=[O:21])=[N+:18]=[N-:19])[CH:13]([CH:34]([O:36][C:37]([O:39][CH2:40][C:41]2[CH:46]=[CH:45][C:44]([N+:47]([O-:49])=[O:48])=[CH:43][CH:42]=2)=[O:38])[CH3:35])[C:12]1=[O:50])C1C=CC(OC)=CC=1.O>C(#N)C.O>[N+:47]([C:44]1[CH:43]=[CH:42][C:41]([CH2:40][O:39][C:37]([O:36][CH:34]([CH:13]2[CH:14]([CH2:15][C:16](=[O:33])[C:17]([C:20]([O:22][CH2:23][C:24]3[CH:25]=[CH:26][C:27]([N+:30]([O-:32])=[O:31])=[CH:28][CH:29]=3)=[O:21])=[N+:18]=[N-:19])[NH:11][C:12]2=[O:50])[CH3:35])=[O:38])=[CH:46][CH:45]=1)([O-:49])=[O:48] |f:2.3|. Procedure details: 1.27 g 1-(di-p-anisylmethyl)-3-(1-p-nitrobenzyloxycarbonyloxyethyl)-4-[3-(p-nitrobenzyloxycarbonyl)-2-oxo-3-diazopropyl]-2-azetidinone was dissolved in 50 ml of acetonitrile-water (9:1 by volume), and 2.7 g of ceric ammonium nitrate was added thereto all at once under ice-cooling. After vigorously stirring, the mixture was further stirred at room temperature for 30 minutes. Cool water was added to the reaction mixture, and the mixture was extracted with ethyl acetate. The extract was washed with... Reactants: COc1cccc(OC)c1-c1cc(C(=O)NC2(C(=O)O)C3CC4CC(C3)CC2C4)nn1-c1ccc(C#N)c2ccccc12, CCO, [Na+], [OH-], OO. Product: COc1cccc(OC)c1-c1cc(C(=O)NC2(C(=O)O)C3CC4CC(C3)CC2C4)nn1-c1ccc(C(N)=O)c2ccccc12. RXN SMILES: [C:1](#[N:2])[c:3]1[cH:4][cH:5][c:6](-[n:13]2[n:14][c:15]([C:28](=[O:29])[NH:30][C:31]3([C:41](=[O:42])[OH:43])[CH:32]4[CH2:33][CH:34]5[CH2:35][CH:36]([CH2:37][CH:38]3[CH2:39]5)[CH2:40]4)[cH:16][c:17]2-[c:18]2[c:19]([O:26][CH3:27])[cH:20][cH:21][cH:22][c:23]2[O:24][CH3:25])[c:7]2[cH:8][cH:9][cH:10][cH:11][c:12]12.[CH3:48][CH2:49][OH:50].[Na+:47].[OH-:46].[OH:44][OH:45]>>[C:1]([NH2:2])([c:3]1[cH:4][cH:5][c:6](-[n:13]2[n:14][c:15]([C:28](=[O:29])[NH:30][C:31]3([C:41](=[O:42])[OH:43])[CH:32]4[CH2:33][CH:34]5[CH2:35][CH:36]([CH2:37][CH:38]3[CH2:39]5)[CH2:40]4)[cH:16][c:17]2-[c:18]2[c:19]([O:26][CH3:27])[cH:20][cH:21][cH:22][c:23]2[O:24][CH3:25])[c:7]2[cH:8][cH:9][cH:10][cH:11][c:12]12)=[O:44].